This data is from the Open Reaction Database (ORD), a public repository of structured organic reaction records. The task is: describe an organic reaction: reactants, conditions, products, and yield Starting materials: IC1=CC=C2C(=NN(C2=C1)COCC[Si](C)(C)C)C1=NC2=C(N1COCC[Si](C)(C)C)C=CC=C2 (6-Iodo-1-[2-(trimethyl-silanyl)-ethoxymethyl]-3-{1-[2-(trimethyl-silanyl)-ethoxymethyl]-1H-benzoimidazol-2-yl}-1H-indazole), COC1=CC(=C(C=C1OCOCC[Si](C)(C)C)CO)[Sn](C)(C)C ([4-methoxy-5-(2-trimethylsilanyl-ethoxymethoxy)-2-trimethylstannanyl-phenyl]-methanol). Solvent: O1CCOCC1 (dioxane), CCOC(=O)C (EtOAc). Yields the product COC=1C(=CC(=C(C1)C1=CC=C2C(=NN(C2=C1)COCC[Si](C)(C)C)C1=NC2=C(N1COCC[Si](C)(C)C)C=CC=C2)CO)OCOCC[Si](C)(C)C (6-[5-methoxy-2-hydroxymethyl-4-(2-trimethylsilanyl-ethoxymethoxy)-phenyl]-1-(2-trimethylsilanyl-ethoxymethyl)-3-[1-(2-trimethylsilanyl-ethoxymethyl)-1H-benzoimidazol-2-yl]-1H-indazol). Yield: 60.0%. RXN SMILES: I[C:2]1[CH:10]=[C:9]2[C:5]([C:6]([C:19]3[N:23]([CH2:24][O:25][CH2:26][CH2:27][Si:28]([CH3:31])([CH3:30])[CH3:29])[C:22]4[CH:32]=[CH:33][CH:34]=[CH:35][C:21]=4[N:20]=3)=[N:7][N:8]2[CH2:11][O:12][CH2:13][CH2:14][Si:15]([CH3:18])([CH3:17])[CH3:16])=[CH:4][CH:3]=1.[CH3:36][O:37][C:38]1[C:43]([O:44][CH2:45][O:46][CH2:47][CH2:48][Si:49]([CH3:52])([CH3:51])[CH3:50])=[CH:42][C:41]([CH2:53][OH:54])=[C:40]([Sn](C)(C)C)[CH:39]=1>O1CCOCC1.CCOC(C)=O>[CH3:36][O:37][C:38]1[C:43]([O:44][CH2:45][O:46][CH2:47][CH2:48][Si:49]([CH3:52])([CH3:51])[CH3:50])=[CH:42][C:41]([CH2:53][OH:54])=[C:40]([C:2]2[CH:10]=[C:9]3[C:5]([C:6]([C:19]4[N:23]([CH2:24][O:25][CH2:26][CH2:27][Si:28]([CH3:30])([CH3:29])[CH3:31])[C:22]5[CH:32]=[CH:33][CH:34]=[CH:35][C:21]=5[N:20]=4)=[N:7][N:8]3[CH2:11][O:12][CH2:13][CH2:14][Si:15]([CH3:18])([CH3:17])[CH3:16])=[CH:4][CH:3]=2)[CH:39]=1. Procedure: 6-Iodo-1-[2-(trimethyl-silanyl)-ethoxymethyl]-3-{1-[2-(trimethyl-silanyl)-ethoxymethyl]-1H-benzoimidazol-2-yl}-1H-indazole [Example 24(a), step (v)] (300 mg, 0.48 mmol) and [4-methoxy-5-(2-trimethylsilanyl-ethoxymethoxy)-2-trimethylstannanyl-phenyl]-methanol (282 mg, 0.63 mmol) were stirred in dioxane (8 mL) under argon at 98° C. for 16 h. The reaction was allowed to cool and was diluted with EtOAc. Organics were washed with sat NaHCO3 and brine, dried (Na2SO4), and concentrated in vacuo. Purifi...